Dataset: the Open Reaction Database (ORD), a public repository of structured organic reaction records. Task: describe an organic reaction: reactants, conditions, products, and yield Starting materials: C[Al](C)C, Cc1ccccc1, CCOC(=O)c1sc(N2CCN(Cc3ccc(F)cc3)C2=O)cc1C, NCC(N)Cc1ccccc1. Yields the product Cc1cc(N2CCN(Cc3ccc(F)cc3)C2=O)sc1C1=NC(Cc2ccccc2)CN1. RXN SMILES: [CH3:12][Al:13]([CH3:14])[CH3:15].[CH3:41][c:42]1[cH:43][cH:44][cH:45][cH:46][cH:47]1.[F:16][c:17]1[cH:18][cH:19][c:20]([CH2:21][N:22]2[C:23](=[O:38])[N:24]([c:27]3[cH:28][c:29]([CH3:37])[c:30]([C:32]([O:33][CH2:34][CH3:35])=[O:36])[s:31]3)[CH2:25][CH2:26]2)[cH:39][cH:40]1.[c:1]1([CH2:7][CH:8]([CH2:9][NH2:10])[NH2:11])[cH:2][cH:3][cH:4][cH:5][cH:6]1>>[c:1]1([CH2:7][CH:8]2[CH2:9][NH:10][C:32]([c:30]3[c:29]([CH3:37])[cH:28][c:27]([N:24]4[C:23](=[O:38])[N:22]([CH2:21][c:20]5[cH:19][cH:18][c:17]([F:16])[cH:40][cH:39]5)[CH2:26][CH2:25]4)[s:31]3)=[N:11]2)[cH:2][cH:3][cH:4][cH:5][cH:6]1. Reported procedure: 4-(3,4-dihydroquinolin-1(2H)-ylsulfonyl)benzoic acid (1) (100 mg, 0.32 mmol) was treated with 3-aminobenzamide (36 mg, 0.26 mmol) using method C. The residue was purified using flash chromatography eluting with 10-50 EtOAc in dichloromethane. The resulting solid was triturated with dichloromethane/hexanes to give N-(3-carbamoylphenyl)-4-(3,4-dihydroquinolin-1(2H)-ylsulfonyl)benzamide as a white solid. Yield: 35 mg (31%). 1H-NMR: 10.58 (s, 1H), 8.22-8.20 (m, 1H), 8.08 (d, J=8.5 Hz, 2H), 7.95 (s, ... Yields the product C(N)(=O)C=1C=C(C=CC1)NC(C1=CC=C(C=C1)S(=O)(=O)N1CCCC2=CC=CC=C12)=O (N-(3-carbamoylphenyl)-4-(3,4-dihydroquinolin-1(2H)-ylsulfonyl)benzamide). As a reaction SMILES: [N:1]1([S:11]([C:14]2[CH:22]=[CH:21][C:17]([C:18]([OH:20])=O)=[CH:16][CH:15]=2)(=[O:13])=[O:12])[C:10]2[C:5](=[CH:6][CH:7]=[CH:8][CH:9]=2)[CH2:4][CH2:3][CH2:2]1.[NH2:23][C:24]1[CH:25]=[C:26]([CH:30]=[CH:31][CH:32]=1)[C:27]([NH2:29])=[O:28]>>[C:27]([C:26]1[CH:25]=[C:24]([NH:23][C:18](=[O:20])[C:17]2[CH:16]=[CH:15][C:14]([S:11]([N:1]3[C:10]4[C:9](=[CH:8][CH:7]=[CH:6][CH:5]=4)[CH2:4][CH2:3][CH2:2]3)(=[O:12])=[O:13])=[CH:22][CH:21]=2)[CH:32]=[CH:31][CH:30]=1)(=[O:28])[NH2:29]. The reactants are N1(CCCC2=CC=CC=C12)S(=O)(=O)C1=CC=C(C(=O)O)C=C1 (4-(3,4-dihydroquinolin-1(2H)-ylsulfonyl)benzoic acid), NC=1C=C(C(=O)N)C=CC1 (3-aminobenzamide). Reactants: CCCCCCCC(=O)OCC(O)COC(=O)CCCCCCC, ClC(Cl)Cl, O=C(Cl)CCCC(=O)Oc1cc(Cl)ccc1Oc1ccc(Cl)cc1Cl, O, c1ccncc1. The product is CCCCCCCC(=O)OCC(COC(=O)CCCCCCC)OC(=O)CCCC(=O)Oc1cc(Cl)ccc1Oc1ccc(Cl)cc1Cl. As a reaction SMILES: [C:1]([CH2:2][CH2:3][CH2:4][CH2:5][CH2:6][CH2:7][CH3:8])(=[O:9])[O:10][CH2:11][CH:12]([CH2:13][O:14][C:15]([CH2:16][CH2:17][CH2:18][CH2:19][CH2:20][CH2:21][CH3:22])=[O:23])[OH:24].[CH:56]([Cl:57])([Cl:58])[Cl:59].[Cl:31][C:32](=[O:33])[CH2:34][CH2:35][CH2:36][C:37](=[O:38])[O:39][c:40]1[c:41]([O:47][c:48]2[c:49]([Cl:55])[cH:50][c:51]([Cl:54])[cH:52][cH:53]2)[cH:42][cH:43][c:44]([Cl:46])[cH:45]1.[OH2:60].[cH:25]1[cH:26][cH:27][n:28][cH:29][cH:30]1>>[C:1]([CH2:2][CH2:3][CH2:4][CH2:5][CH2:6][CH2:7][CH3:8])(=[O:9])[O:10][CH2:11][CH:12]([CH2:13][O:14][C:15]([CH2:16][CH2:17][CH2:18][CH2:19][CH2:20][CH2:21][CH3:22])=[O:23])[O:24][C:32](=[O:33])[CH2:34][CH2:35][CH2:36][C:37](=[O:38])[O:39][c:40]1[c:41]([O:47][c:48]2[c:49]([Cl:55])[cH:50][c:51]([Cl:54])[cH:52][cH:53]2)[cH:42][cH:43][c:44]([Cl:46])[cH:45]1. The reactants are COc1cccc(OC)c1C(=O)Cl, Cc1ccccc1, Nc1oncc1-c1ccc(C(F)(F)F)cc1. The product is COc1cccc(OC)c1C(=O)Nc1oncc1-c1ccc(C(F)(F)F)cc1. RXN SMILES: [CH3:17][O:18][c:19]1[c:20]([C:21](=[O:22])[Cl:23])[c:24]([O:28][CH3:29])[cH:25][cH:26][cH:27]1.[CH3:30][c:31]1[cH:32][cH:33][cH:34][cH:35][cH:36]1.[F:1][C:2]([c:3]1[cH:4][cH:5][c:6](-[c:9]2[cH:10][n:11][o:12][c:13]2[NH2:14])[cH:7][cH:8]1)([F:15])[F:16]>>[F:1][C:2]([c:3]1[cH:4][cH:5][c:6](-[c:9]2[cH:10][n:11][o:12][c:13]2[NH:14][C:21]([c:20]2[c:19]([O:18][CH3:17])[cH:27][cH:26][cH:25][c:24]2[O:28][CH3:29])=[O:22])[cH:7][cH:8]1)([F:15])[F:16]. Reactants: BrC=1C=C(OC=2C(NC=CC2C(F)(F)F)=O)C=C(C1)Cl (3-(3-bromo-5-chlorophenoxy)-4-(trifluoromethyl)pyridin-2(1H)-one), C([O-])([O-])=O.[K+].[K+] (potassium carbonate), NS(=O)(=O)C1=CC(=C(C=C1)NC(CBr)=O)Cl (N-[4-(aminosulfonyl)-2-chlorophenyl]-2-bromoacetamide). Solvent: CN(C=O)C (dimethylformamide), CN(C=O)C (dimethylformamide), C(C)(=O)OCC (ethyl acetate). Conditions: time 16 hour. The product is NS(=O)(=O)C1=CC(=C(C=C1)NC(CN1C(C(=C(C=C1)C(F)(F)F)OC1=CC(=CC(=C1)Cl)Br)=O)=O)Cl (N-[4-(aminosulfonyl)-2-chlorophenyl]-2-[3-(3-bromo-5-chlorophenoxy)-2-oxo-4-(trifluoromethyl)pyridin-1(2H)-yl]acetamide). Reaction SMILES: [Br:1][C:2]1[CH:3]=[C:4]([CH:17]=[C:18]([Cl:20])[CH:19]=1)[O:5][C:6]1[C:7](=[O:16])[NH:8][CH:9]=[CH:10][C:11]=1[C:12]([F:15])([F:14])[F:13].C(=O)([O-])[O-].[K+].[K+].[NH2:27][S:28]([C:31]1[CH:36]=[CH:35][C:34]([NH:37][C:38](=[O:41])[CH2:39]Br)=[C:33]([Cl:42])[CH:32]=1)(=[O:30])=[O:29]>CN(C)C=O.C(OCC)(=O)C>[NH2:27][S:28]([C:31]1[CH:36]=[CH:35][C:34]([NH:37][C:38](=[O:41])[CH2:39][N:8]2[CH:9]=[CH:10][C:11]([C:12]([F:15])([F:13])[F:14])=[C:6]([O:5][C:4]3[CH:17]=[C:18]([Cl:20])[CH:19]=[C:2]([Br:1])[CH:3]=3)[C:7]2=[O:16])=[C:33]([Cl:42])[CH:32]=1)(=[O:30])=[O:29] |f:1.2.3|. Reported procedure: To 3-(3-bromo-5-chlorophenoxy)-4-(trifluoromethyl)pyridin-2(1H)-one (3B, 0.050 g, 0.136 mmol) and potassium carbonate (0.019 g, 0.136 mmol) suspended in dimethylformamide (1 mL) was added N-[4-(aminosulfonyl)-2-chlorophenyl]-2-bromoacetamide (0.046 g, 0.136 mmol) as a solution in dimethylformamide (1 mL). The reaction mixture was allowed to stir at room temperature. After 16 hours, the reaction mixture was diluted with ethyl acetate (20 mL), washed with water (3×10 mL), dried (MgSO4), filtered a... Starting materials: resultant solution, C(C1=CC=CC=C1)(C1=CC=CC=C1)(C1=CC=CC=C1)NC1=NN=C(S1)CC(=O)O (2-(5-tritylamino-1,3,4-thiadiazol-2-yl)acetic acid), N,N-dicyclohexylcarbodiimide, Cl.NC1[C@@H]2N(C(=C(CS2)C=C)C(=O)OC(C2=CC=CC=C2)C2=CC=CC=C2)C1=O (benzhydryl 7-amino-3-vinyl-3-cephem-4-carboxylate monohydrochloride), N1=C(C=CC=C1C)C (2,6-lutidine). The solvent is CN(C=O)C (N,N-dimethylformamide), O1CCCC1 (tetrahydrofuran), C(Cl)Cl (methylene chloride), O (water), O1CCCC1 (tetrahydrofuran), C(C)(=O)OCC (ethyl acetate). Yields the product C(C1=CC=CC=C1)(C1=CC=CC=C1)(C1=CC=CC=C1)NC1=NN=C(S1)CC(=O)NC1[C@@H]2N(C(=C(CS2)C=C)C(=O)OC(C2=CC=CC=C2)C2=CC=CC=C2)C1=O (benzhydryl 7-[2-(5-tritylamino-1,3,4-thiadiazol-2-yl)acetamido]-3-vinyl-3-cephem-4-carboxylate). The yield is 66.8%. RXN SMILES: Cl.[NH2:2][CH:3]1[C:28](=[O:29])[N:5]2[C:6]([C:12]([O:14][CH:15]([C:22]3[CH:27]=[CH:26][CH:25]=[CH:24][CH:23]=3)[C:16]3[CH:21]=[CH:20][CH:19]=[CH:18][CH:17]=3)=[O:13])=[C:7]([CH:10]=[CH2:11])[CH2:8][S:9][C@H:4]12.N1C(C)=CC=CC=1C.[C:38]([NH:57][C:58]1[S:62][C:61]([CH2:63][C:64](O)=[O:65])=[N:60][N:59]=1)([C:51]1[CH:56]=[CH:55][CH:54]=[CH:53][CH:52]=1)([C:45]1[CH:50]=[CH:49][CH:48]=[CH:47][CH:46]=1)[C:39]1[CH:44]=[CH:43][CH:42]=[CH:41][CH:40]=1>C(Cl)Cl.O.O1CCCC1.C(OCC)(=O)C.CN(C)C=O>[C:38]([NH:57][C:58]1[S:62][C:61]([CH2:63][C:64]([NH:2][CH:3]2[C:28](=[O:29])[N:5]3[C:6]([C:12]([O:14][CH:15]([C:16]4[CH:21]=[CH:20][CH:19]=[CH:18][CH:17]=4)[C:22]4[CH:23]=[CH:24][CH:25]=[CH:26][CH:27]=4)=[O:13])=[C:7]([CH:10]=[CH2:11])[CH2:8][S:9][C@H:4]23)=[O:65])=[N:60][N:59]=1)([C:45]1[CH:50]=[CH:49][CH:48]=[CH:47][CH:46]=1)([C:39]1[CH:44]=[CH:43][CH:42]=[CH:41][CH:40]=1)[C:51]1[CH:56]=[CH:55][CH:54]=[CH:53][CH:52]=1 |f:0.1|. Procedure details: To a suspension of benzhydryl 7-amino-3-vinyl-3-cephem-4-carboxylate monohydrochloride (2.15 g) in methylene chloride (100 ml) was added 2,6-lutidine (0.54 g) under ice-cooling. To the resultant solution were added 2-(5-tritylamino-1,3,4-thiadiazol-2-yl)acetic acid (2.4 g), N,N-dicyclohexylcarbodiimide (1.03 g), tetrahydrofuran (200 ml) and N,N-dimethylformamide (60 ml), and the mixture was stirred at ambient temperature for a day. Removal of the solvent gave a residue, to which a mixed solvent ...